From a dataset of the Open Reaction Database (ORD), a public repository of structured organic reaction records. describe an organic reaction: reactants, conditions, products, and yield Reactants: C1(CCCC1)C(O)C=1C(=NC(=NC1Cl)SC)Cl (Cyclopentyl-(4,6-dichloro-2-methylsulfanyl-pyrimidin-5-yl)-methanol), CrO3. The solvent is CC(=O)C (acetone). Reaction conditions: temperature 0 celsius. Product: C1(CCCC1)C(=O)C=1C(=NC(=NC1Cl)SC)Cl (Cyclopentyl-(4,6-dichloro-2-methylsulfanyl-pyrimidin-5-yl)-methanone). The yield is 38.5%. Reaction SMILES: [CH:1]1([CH:6]([C:8]2[C:9]([Cl:17])=[N:10][C:11]([S:15][CH3:16])=[N:12][C:13]=2[Cl:14])[OH:7])[CH2:5][CH2:4][CH2:3][CH2:2]1>CC(C)=O>[CH:1]1([C:6]([C:8]2[C:9]([Cl:17])=[N:10][C:11]([S:15][CH3:16])=[N:12][C:13]=2[Cl:14])=[O:7])[CH2:2][CH2:3][CH2:4][CH2:5]1. Reported procedure: Cyclopentyl-(4,6-dichloro-2-methylsulfanyl-pyrimidin-5-yl)-methanol (8.1 g, 27.62 mmol) was dissolved in 100 mL dry acetone and stirred under nitrogen at 0° C. CrO3 (11.05 g, 110.497 mmol) was added in portions over three minutes. The reaction mixture was stirred for 20 minutes. The reaction was quenched by addition of 15 mL isopropanol, followed by basificaction with saturated aqueous sodium bicarbonate. The resulting solution was filtered through Celite, and the Celite was washed with acetone.... Solvent: CN(C=O)C (N,N-dimethylformamide), CN(C=O)C (N,N-dimethylformamide), CN(C=O)C (N,N-dimethylformamide). Reaction SMILES: [H-].[Na+].[Cl:3][C:4]1[CH:13]=[C:12]([CH2:14][N:15]2[CH:19]=[CH:18][CH:17]=[N:16]2)[CH:11]=[CH:10][C:5]=1[O:6][CH2:7][CH2:8][OH:9].F[C:21]1[CH:26]=[CH:25][CH:24]=[CH:23][N:22]=1>CN(C)C=O>[N:22]1[CH:23]=[CH:24][CH:25]=[CH:26][C:21]=1[O:9][CH2:8][CH2:7][O:6][C:5]1[CH:10]=[CH:11][C:12]([CH2:14][N:15]2[CH:19]=[CH:18][CH:17]=[N:16]2)=[CH:13][C:4]=1[Cl:3] |f:0.1|. The yield is 91.2%. Procedure: To a mixture of 10 ml of anhydrous N,N-dimethylformamide and 24 mg of sodium hydride (60% oil dispersion) was added dropwise an anhydrous N,N-dimethylformamide (5 ml) solution of 500 mg of 2-[2-chloro-4-(1-pyrazolyl)methylphenoxy]-ethanol (produced in Reference Production Example 3 described below) under stirring over 10 minutes. After stirring at 60° to 70° C. for 2 hours, the mixture was cooled to 5° to 10° C., to which an anhydrous N,N-dimethylformamide (5 ml) solution of 250 mg of 2-fluoropy... The reactants are [H-].[Na+] (sodium hydride), FC1=NC=CC=C1 (2-fluoropyridine), ice water, ClC1=C(OCCO)C=CC(=C1)CN1N=CC=C1 (2-[2-chloro-4-(1-pyrazolyl)methylphenoxy]-ethanol). Conditions: time 10 minute. Yields the product N1=C(C=CC=C1)OCCOC1=C(C=C(C=C1)CN1N=CC=C1)Cl (2-chloro-4-(1-pyrazolyl)methylphenyl 2-(2-pyridyloxy)ethyl ether). The product is COc1cc2c(cc1OC)-c1cc(=Nc3ccccc3C)[nH]c(=O)n1CC2. As a reaction SMILES: [CH3:1][c:2]1[c:3]([NH2:4])[cH:5][cH:6][cH:7][cH:8]1.[CH3:29][CH:30]([OH:31])[CH3:32].[Cl:9][c:10]1[n:11][c:12](=[O:28])[n:13]2[c:14]([cH:27]1)-[c:15]1[cH:16][c:17]([O:25][CH3:26])[c:18]([O:23][CH3:24])[cH:19][c:20]1[CH2:21][CH2:22]2>>[CH3:1][c:2]1[c:3]([N:4]=[c:10]2[nH:11][c:12](=[O:28])[n:13]3[c:14]([cH:27]2)-[c:15]2[cH:16][c:17]([O:25][CH3:26])[c:18]([O:23][CH3:24])[cH:19][c:20]2[CH2:21][CH2:22]3)[cH:5][cH:6][cH:7][cH:8]1. Starting materials: Cc1ccccc1N, CC(C)O, COc1cc2c(cc1OC)-c1cc(Cl)nc(=O)n1CC2. Reactants: NC1=NNC=C1 (3-aminopyrazole), 1,1,1, FC(C(CC(CCC(C)C)=O)=O)(F)F (trifluoro-7-methyl-2,4-octanedione). Run in CCO (EtOH). The product is C(CC(C)C)C1=CC(=NC=2N1N=CC2)C(F)(F)F (7-Isopentyl-5-trifluoromethylpyrazolo[1,5-a]pyrimidine). RXN SMILES: [NH2:1][C:2]1[CH:6]=[CH:5][NH:4][N:3]=1.[F:7][C:8]([F:20])([F:19])[C:9](=O)[CH2:10][C:11](=O)[CH2:12][CH2:13][CH:14]([CH3:16])[CH3:15]>CCO>[CH2:12]([C:11]1[N:3]2[N:4]=[CH:5][CH:6]=[C:2]2[N:1]=[C:9]([C:8]([F:7])([F:19])[F:20])[CH:10]=1)[CH2:13][CH:14]([CH3:16])[CH3:15]. Procedure details: A solution of 2.0 gm of 3-aminopyrazole (0.024 mol) in 50 ml EtOH was refluxed with 5.0 gm of 1,1,1, -trifluoro-7-methyl-2,4-octanedione (0.024 mol) for 2 hours. The mixture was evaporated and distilled to yield 1.6 gm (48%) of a slightly yellowish oil, b.p. 103°-105°/0.5 mm. The reactants are BrC1C(=O)OCC1 (alpha-bromo-gamma-butyrolactone), [Br-] (bromide), NC1=CC=CC=C1 (aniline). The product is C1(=CC=CC=C1)NC1C(=O)OCC1 (alpha-phenylamino-gamma-butyrolactone), Br.NC1=CC=CC=C1 (aniline hydrobromide salt). As a reaction SMILES: [Br-].[NH2:2][C:3]1[CH:8]=[CH:7][CH:6]=[CH:5][CH:4]=1.[Br:9][CH:10]1[CH2:15][CH2:14][O:13][C:11]1=[O:12]>>[C:3]1([NH:2][CH:10]2[CH2:15][CH2:14][O:13][C:11]2=[O:12])[CH:8]=[CH:7][CH:6]=[CH:5][CH:4]=1.[BrH:9].[NH2:2][C:3]1[CH:8]=[CH:7][CH:6]=[CH:5][CH:4]=1 |f:4.5|. Procedure: Frankel et al [Israel J. Chem. 1, 379-84 (1963)] found that carbonyl attack on, and resulting ring opening of, alpha-bromo-gamma-butyrolactone by aniline is favored over bromide displacement (alkylation) at high temperature (100° C. vs. 0° ). In Frankel, an excess of aniline was contacted with alpha-bromo-gamma-butyrolactone to give alpha-phenylamino-gamma-butyrolactone after aniline hydrobromide salt was removed. The alpha-phenylamino-gamma-butyrolactone was stirred with a 10% aqueous solution ... The reactants are C1(=CC=CC=C1)CC(=O)O (phenylacetic acid), NC=1C(N(C(N(C1N)CCC1=CC(=CC=C1)C(=O)O)=O)CCC)=O (5,6-diamino-1-[2-(3-carboxyphenyl)ethyl]-3-propyluracil). The product is C(C1=CC=CC=C1)C1=NC=2N(C(N(C(C2N1)=O)CCC)=O)CCC1=CC(=CC=C1)C(=O)O (8-benzyl-3-[2-(3-carboxyphenyl)ethyl]-1-propylxanthine). RXN SMILES: [C:1]1([CH2:7][C:8](O)=O)[CH:6]=[CH:5][CH:4]=[CH:3][CH:2]=1.[NH2:11][C:12]1[C:13](=[O:34])[N:14]([CH2:31][CH2:32][CH3:33])[C:15](=[O:30])[N:16]([CH2:19][CH2:20][C:21]2[CH:26]=[CH:25][CH:24]=[C:23]([C:27]([OH:29])=[O:28])[CH:22]=2)[C:17]=1[NH2:18]>>[CH2:7]([C:8]1[NH:11][C:12]2[C:13](=[O:34])[N:14]([CH2:31][CH2:32][CH3:33])[C:15](=[O:30])[N:16]([CH2:19][CH2:20][C:21]3[CH:26]=[CH:25][CH:24]=[C:23]([C:27]([OH:29])=[O:28])[CH:22]=3)[C:17]=2[N:18]=1)[C:1]1[CH:6]=[CH:5][CH:4]=[CH:3][CH:2]=1. Reported procedure: By the method of Example 2, phenylacetic acid is reacted with 5,6-diamino-1-[2-(3-carboxyphenyl)ethyl]-3-propyluracil to yield 8-benzyl-3-[2-(3-carboxyphenyl)ethyl]-1-propylxanthine. In turn, 5,6-diamino-1-[2-(3-carboxyphenyl)ethyl]-3-propyluracil is made by the synthetic methods of Example 1, starting with 3-carboxyphenethylamine.